Dataset: the Open Reaction Database (ORD), a public repository of structured organic reaction records. Task: describe an organic reaction: reactants, conditions, products, and yield Starting materials: CC1[N@](C1)S(=O)(=O)C1=CC(=CC=C1)C(F)(F)F ((S)-2-methyl-1-(3-(trifluoromethyl)benzenesulfonyl)-aziridine), CC1=CC=C(C=C1)S(=O)(=O)OC[C@H](C)NS(=O)(=O)C1=CC=C(C=C1)C ((S)-2-(4-methylbenzenesulfonamido)propyl 4-methylbenzenesulfonate). Yields the product CC1[N@](C1)S(=O)(=O)C1=CC=C(C=C1)C ((S)-2-methyl-1-(4-methylbenzene-sulfonyl)aziridine). Reaction SMILES: CC1C[N@@]1S(C1C=CC=C(C(F)(F)F)C=1)(=O)=O.CC1C=CC(S(O[CH2:29][C@@H:30]([NH:32][S:33]([C:36]2[CH:41]=[CH:40][C:39]([CH3:42])=[CH:38][CH:37]=2)(=[O:35])=[O:34])[CH3:31])(=O)=O)=CC=1>>[CH3:29][CH:30]1[CH2:31][N@@:32]1[S:33]([C:36]1[CH:41]=[CH:40][C:39]([CH3:42])=[CH:38][CH:37]=1)(=[O:35])=[O:34]. Reported procedure: Proceeding as described for (49), but using (S)-2-(4-methylbenzenesulfonamido)propyl 4-methylbenzenesulfonate afforded (S)-2-methyl-1-(4-methylbenzene-sulfonyl)aziridine (48). The product is COc1ccccc1N1CCN(CCC(C)(C(=O)C2CCCCC2)c2ccccc2)CC1. The reactants are CC(=O)O[BH-](OC(C)=O)OC(C)=O, ClCCl, COc1ccccc1N1CCNCC1, CC(=O)O, Cl, [Na+], CC(CC=O)(C(=O)C1CCCCC1)c1ccccc1. RXN SMILES: [C:39]([O:40][BH-:41]([O:42][C:43](=[O:44])[CH3:45])[O:46][C:47](=[O:48])[CH3:49])(=[O:50])[CH3:51].[CH2:53]([Cl:54])[Cl:55].[CH3:21][O:22][c:23]1[c:24]([N:29]2[CH2:30][CH2:31][NH:32][CH2:33][CH2:34]2)[cH:25][cH:26][cH:27][cH:28]1.[CH3:35][C:36](=[O:37])[OH:38].[ClH:20].[Na+:52].[c:1]1([C:7]([CH2:8][CH:9]=[O:10])([CH3:11])[C:12](=[O:13])[CH:14]2[CH2:15][CH2:16][CH2:17][CH2:18][CH2:19]2)[cH:2][cH:3][cH:4][cH:5][cH:6]1>>[c:1]1([C:7]([CH2:8][CH2:9][N:32]2[CH2:31][CH2:30][N:29]([c:24]3[c:23]([O:22][CH3:21])[cH:28][cH:27][cH:26][cH:25]3)[CH2:34][CH2:33]2)([CH3:11])[C:12](=[O:13])[CH:14]2[CH2:15][CH2:16][CH2:17][CH2:18][CH2:19]2)[cH:2][cH:3][cH:4][cH:5][cH:6]1. Starting materials: Cl (HCl), Cl (HCl), NCCNC(=O)C1(CCC1)C#N (1-cyano-cyclobutylcarboxylic acid (2-amino-ethyl)amide), C1CCOC1 (THF), B.C1CCOC1 (BH3-THF). Run in C(C)O (ethanol), CC(=O)C (acetone), O (water). Reaction conditions: temperature 70 celsius. The product is NCC1(CCC1)CNCCN (N′-((1-(aminomethyl)-cyclobutyl)methyl)ethane-1,2-diamine). Yield: 50.0%. As a reaction SMILES: [NH2:1][CH2:2][CH2:3][NH:4][C:5]([C:7]1([C:11]#[N:12])[CH2:10][CH2:9][CH2:8]1)=O.C1COCC1.B.C1COCC1.Cl>O.C(O)C.CC(C)=O>[NH2:12][CH2:11][C:7]1([CH2:5][NH:4][CH2:3][CH2:2][NH2:1])[CH2:10][CH2:9][CH2:8]1 |f:2.3|. Procedure: 6.37 g (0.038 mol) of 5 and 50 mL of anhydrous THF were mixed, followed by adding 300 mL of 1 M BH3-THF solution to the mixture in an ice bath (−10° C.) of liquid nitrogen and acetone under a nitrogen gas environment to form a reaction solution. The reaction solution was subjected to reaction at −5˜0° C. for 1 hour, followed by heating the reaction solution to 70° C. to allow reaction to take place for 36 hours, and evaporating to obtain a solid substance. The solid substance, 100 mL of ethanol ... Reactants: ClC=1C=C(C=CC1)N1N=C(CC1)N (1-(m-chlorophenyl)-3-amino-2-pyrazoline). The reagents and catalysts are Cl[Cu] (CuCl). Solvent: C(C)O (ethanol). Conditions: time 3 hour. The product is ClC=1C=C(C=CC1)N1N=C(C=C1)N (1-(m-chlorophenyl)-3-aminopyrazole). The yield is 72.9%. Reaction SMILES: [Cl:1][C:2]1[CH:3]=[C:4]([N:8]2[CH2:12][CH2:11][C:10]([NH2:13])=[N:9]2)[CH:5]=[CH:6][CH:7]=1>C(O)C.Cl[Cu]>[Cl:1][C:2]1[CH:3]=[C:4]([N:8]2[CH:12]=[CH:11][C:10]([NH2:13])=[N:9]2)[CH:5]=[CH:6][CH:7]=1. Reported procedure: In the same apparatus and following the same modalities as in Example 1, 5 g (0.0255 mole) of 1-(m-chlorophenyl)-3-amino-2-pyrazoline were suspended in 25 ml of ethanol with addition of 0.2 g of CuCl, under an oxygen head. Oxidation was concluded after about 3 hours. The oxidized product was recovered as in Example 1, obtaining 3.6 g of 1-(m-chlorophenyl)-3-aminopyrazole, melting at 106°-107° C. Reactants: N([C@@H]([C@@H](C)CC)C(=O)O)C(=O)OC(C)(C)C (Boc-Ile). Run in C(=O)(C(F)(F)F)O.C(Cl)Cl (TFA CH2Cl2). Run at time 30 minute. Yields the product N[C@@H]([C@@H](C)CC)C(=O)O (Ile). Isolated yield 88.0%. RXN SMILES: [NH:1](C(OC(C)(C)C)=O)[C@H:2]([C:7]([OH:9])=[O:8])[C@H:3]([CH2:5][CH3:6])[CH3:4]>C(O)(C(F)(F)F)=O.C(Cl)Cl>[NH2:1][C@H:2]([C:7]([OH:9])=[O:8])[C@H:3]([CH2:5][CH3:6])[CH3:4] |f:1.2|. Procedure details: Boc-Ile-AMP (0.32 g, 1.0 mmole) is stirred in 10 ml of TFA-CH2Cl2 (1:1, v/v) for 30 minutes. TFA and CH2Cl2 are removed in vacuo and the residue is held under vacuum overnight. The residue is extracted with EtOAc and 5 ml of saturated aqueous NaHCO3. The organic layers are filtered through Na2SO4 and concentrated. The crude product is chromatographed on silica gel using 4% MeOH-CH2Cl2 (NH4OH sat'd) to give 0.194 g (88%) of Ile-AMP. The product is C=CCC1Cc2cccc(OC)c2CC1=O. Reaction SMILES: [CH3:1][O:2][C:3](=[O:4])[CH:5]1[C:6](=[O:20])[CH:7]([CH2:17][CH:18]=[CH2:19])[CH2:8][c:9]2[cH:10][cH:11][cH:12][c:13]([O:15][CH3:16])[c:14]21.[CH3:23][S:24]([CH3:25])=[O:26].[Cl-:22].[Li+:21].[OH2:27]>>[CH2:5]1[C:6](=[O:20])[CH:7]([CH2:17][CH:18]=[CH2:19])[CH2:8][c:9]2[cH:10][cH:11][cH:12][c:13]([O:15][CH3:16])[c:14]21. Starting materials: C=CCC1Cc2cccc(OC)c2C(C(=O)OC)C1=O, CS(C)=O, [Cl-], [Li+], O. The reactants are O.ON1N=NC2=C1C=CC=C2 (1-hydroxybenzotriazole monohydrate), CN (methylamine), [H][H] (hydrogen), CC(C)(C)OC(=O)N[C@@H](CCC(=O)OCC1=CC=CC=C1)C(=O)O (Boc-Glu (OBzl)-OH), resultant residue, Cl.CN(CCCN=C=NCC)C (1-(3-dimethylaminopropyl)-3-ethylcarbodiimide hydrochloride). The reagents and catalysts are [Pd] (Pd/C). Run in CN(C)C=O (DMF), CO (methanol). Product: crude product, C(C)(C)(C)OC(=O)N[C@@H](CCC(=O)O)C(NC)=O ((4S)-4-(N-tert-butoxycarbonylamino)-4-(methylcarbamoyl)butanoic acid). Reaction SMILES: [CH3:1][C:2]([O:5][C:6]([NH:8][C@H:9]([C:22]([OH:24])=O)[CH2:10][CH2:11][C:12]([O:14]CC1C=CC=CC=1)=[O:13])=[O:7])([CH3:4])[CH3:3].Cl.[CH3:26][N:27](C)CCCN=C=NCC.O.ON1C2C=CC=CC=2N=N1.CN.[H][H]>CN(C=O)C.CO.[Pd]>[C:2]([O:5][C:6]([NH:8][C@H:9]([C:22](=[O:24])[NH:27][CH3:26])[CH2:10][CH2:11][C:12]([OH:14])=[O:13])=[O:7])([CH3:4])([CH3:3])[CH3:1] |f:1.2,3.4|. Reported procedure: 1010 mg (3 mmol) of Boc-Glu (OBzl)-OH, 600 mg (3.2 mmol) of 1-(3-dimethylaminopropyl)-3-ethylcarbodiimide hydrochloride and 460 mg (3.1 mmol) of 1-hydroxybenzotriazole monohydrate were suspended in 12 ml of DMF, to which 300 μl (2.0 mmol) of a 40% aqueous methylamine solution was added. Following agitation at room temperature overnight, extraction was performed with ethyl acetate/water. The organic layer was washed with saturated saline, and the resultant was added with sodium sulfate for drying... Reactants: C(C)(C)(C)OC(NC=1SC[C@H]2[C@@](N1)(CO[C@H](C2)CF)C2=C(C=C(C=C2)F)F)=O (tert-Butyl[(4aR,6R,8aS)-8a-(2,4-difluorophenyl)-6-(fluoromethyl)-4,4a,5,6,8,8a-hexahydropyrano[3,4-d][1,3]thiazin-2-yl]carbamate), FC(C(=O)O)(F)F.FC1=C(C=CC=C1)[C@@]12N=C(SC[C@@H]1C[C@@H](OC2)COC(C)C)N ((4aR,6R,8aS)-8a-(2-fluorophenyl)-6-[(propan-2-yloxy)methyl]-4,4a,5,6,8,8a-hexahydropyrano[3,4-d][1,3]thiazin-2-amine, trifluoroacetate salt). Product: FC1=C(C=CC(=C1)F)[C@@]12N=C(SC[C@@H]1C[C@@H](OC2)CF)N ((4aR,6R,8aS)-8a-(2,4-difluorophenyl)-6-(fluoromethyl)-4,4a,5,6,8,8a-hexahydropyrano[3,4-d][1,3]thiazin-2-amine). Reaction SMILES: C(OC(=O)[NH:7][C:8]1[S:9][CH2:10][C@@H:11]2[CH2:17][C@H:16]([CH2:18][F:19])[O:15][CH2:14][C@:12]2([C:20]2[CH:25]=[CH:24][C:23]([F:26])=[CH:22][C:21]=2[F:27])[N:13]=1)(C)(C)C.FC(F)(F)C(O)=O.FC1C=CC=CC=1[C@]12CO[C@@H](COC(C)C)C[C@H]1CSC(N)=N2>>[F:27][C:21]1[CH:22]=[C:23]([F:26])[CH:24]=[CH:25][C:20]=1[C@:12]12[CH2:14][O:15][C@@H:16]([CH2:18][F:19])[CH2:17][C@H:11]1[CH2:10][S:9][C:8]([NH2:7])=[N:13]2 |f:1.2|. Reported procedure: tert-Butyl[(4aR,6R,8aS)-8a-(2,4-difluorophenyl)-6-(fluoromethyl)-4,4a,5,6,8,8a-hexahydropyrano[3,4-d][1,3]thiazin-2-yl]carbamate (C25) was converted to the product according to the general procedure for the synthesis of (4aR,6R,8aS)-8a-(2-fluorophenyl)-6-[(propan-2-yloxy)methyl]-4,4a,5,6,8,8a-hexahydropyrano[3,4-d][1,3]thiazin-2-amine, trifluoroacetate salt (2) in Example 2. In this case, the reversed-phase HPLC purification was carried out using a different system (Column: Waters XBridge C18, 5... Starting materials: C(C)(=O)N[C@@H]1C[C@@H](N(CC1)C(=O)OCC1=CC=CC=C1)C1=CC=CC=C1 ((2R*,4S*)-N-acetyl-1-benzyloxycarbonyl-2-phenyl-4-piperidinamine), [H][H] (hydrogen), CC=1C=C(C(=O)Cl)C=C(C1)C (3,5-dimethylbenzoyl chloride). The reagents and catalysts are [Pd] (Pd/C). The solvent is C(C)O (ethanol), Cl (hydrochloric acid). The product is C(C)(=O)N[C@@H]1C[C@@H](N(CC1)C(C1=CC(=CC(=C1)C)C)=O)C1=CC=CC=C1 ((2R*,4S*)-N-Acetyl-1-(3,5-dimethylbenzoyl)-2-phenyl-4-piperidinamine). As a reaction SMILES: [C:1]([NH:4][C@H:5]1[CH2:10][CH2:9][N:8]([C:11]([O:13]CC2C=CC=CC=2)=O)[C@@H:7]([C:21]2[CH:26]=[CH:25][CH:24]=[CH:23][CH:22]=2)[CH2:6]1)(=[O:3])[CH3:2].[H][H].[CH3:29][C:30]1[CH:31]=[C:32]([CH:36]=[C:37]([CH3:39])[CH:38]=1)C(Cl)=O>C(O)C.Cl.[Pd]>[C:1]([NH:4][C@H:5]1[CH2:10][CH2:9][N:8]([C:11](=[O:13])[C:32]2[CH:36]=[C:37]([CH3:39])[CH:38]=[C:30]([CH3:29])[CH:31]=2)[C@@H:7]([C:21]2[CH:22]=[CH:23][CH:24]=[CH:25][CH:26]=2)[CH2:6]1)(=[O:3])[CH3:2]. Reported procedure: A solution of 496 mg (1.41 mmol) of (2R*,4S*)-N-acetyl-1-benzyloxycarbonyl-2-phenyl-4-piperidinamine in 30 ml of ethanol and 8 ml of 1N hydrochloric acid is mixed with 50 mg of 10% Pd/C catalyst and stirred under a hydrogen atmosphere until no more hydrogen is taken up. The catalyst is removed by filtration through diatomaceous earth, and the filtrate is evaporated to dryness under reduced pressure. The residue is taken up in 5 ml of dichloromethane and 5 ml of 10% strength aqueous sodium bicarb... The reactants are ClC1=CC(=CC=C1)C(=O)OO (metachlorperbenzoic acid), C(C=C)N(S(=O)(=O)C1=CC=C(C=C1)C(N(C)C)=O)C(C1=CC=CC=C1)C (N-allyl-N-(α-methylbenzyl)-4-(N,N-dimethylcarbamoyl)benzenesulfonamide). Solvent: C(Cl)(Cl)Cl (chloroform). Yields the product CNC (dimethylamine), C(C=C)N(S(=O)(=O)C1=CC=C(C=C1)C(=O)Cl)C(C1=CC=CC=C1)C (N-allyl-N-(α-methylbenzyl)-4-chlorocarbonylbenzenesulfonamide). Reaction SMILES: [Cl:1]C1C=CC=C(C(OO)=O)C=1.[CH2:12]([N:15]([CH:30]([CH3:37])[C:31]1[CH:36]=[CH:35][CH:34]=[CH:33][CH:32]=1)[S:16]([C:19]1[CH:24]=[CH:23][C:22]([C:25](=[O:29])N(C)C)=[CH:21][CH:20]=1)(=[O:18])=[O:17])[CH:13]=[CH2:14]>C(Cl)(Cl)Cl>[CH3:12][NH:15][CH3:30].[CH2:12]([N:15]([CH:30]([CH3:37])[C:31]1[CH:36]=[CH:35][CH:34]=[CH:33][CH:32]=1)[S:16]([C:19]1[CH:24]=[CH:23][C:22]([C:25]([Cl:1])=[O:29])=[CH:21][CH:20]=1)(=[O:18])=[O:17])[CH:13]=[CH2:14]. Reported procedure: 5.4 g of metachlorperbenzoic acid was added to a chloroform solution of 3.7 g of N-allyl-N-(α-methylbenzyl)-4-(N,N-dimethylcarbamoyl)benzenesulfonamide obtained by reaction between dimethylamine and N-allyl-N-(α-methylbenzyl)-4-chlorocarbonylbenzenesulfonamide. The mixture was reacted under reflux for 2 hours. Thereafter, an aqueous sodium sulfite solution was added to decompose the excess of the peroxide. After washing with an aqueous sodium bicarbonate solution and water, the chloroform soluti...